Dataset: the Open Reaction Database (ORD), a public repository of structured organic reaction records. Task: describe an organic reaction: reactants, conditions, products, and yield The reactants are CCOC(=O)N(Cc1ccccc1)c1cc(Br)nc(N)c1[N+](=O)[O-], C[Si](C)(C)CCOCn1ccnc1, [Cl-], [Cl-], [Pd+2], c1ccc(P(c2ccccc2)c2ccccc2)cc1, c1ccc(P(c2ccccc2)c2ccccc2)cc1. Product: CCOC(=O)N(Cc1ccccc1)c1cc(-c2nccn2COCC[Si](C)(C)C)nc(N)c1[N+](=O)[O-]. As a reaction SMILES: [CH2:14]([CH3:15])[O:16][C:17]([N:18]([CH2:19][c:20]1[cH:21][cH:22][cH:23][cH:24][cH:25]1)[c:26]1[c:27]([N+:34](=[O:35])[O-:36])[c:28]([NH2:33])[n:29][c:30]([Br:32])[cH:31]1)=[O:37].[CH3:1][Si:2]([CH2:3][CH2:4][O:5][CH2:6][n:7]1[cH:8][n:9][cH:10][cH:11]1)([CH3:12])[CH3:13].[Cl-:38].[Cl-:39].[Pd+2:78].[c:40]1([P:41]([c:42]2[cH:43][cH:44][cH:45][cH:46][cH:47]2)[c:48]2[cH:49][cH:50][cH:51][cH:52][cH:53]2)[cH:54][cH:55][cH:56][cH:57][cH:58]1.[c:59]1([P:60]([c:61]2[cH:62][cH:63][cH:64][cH:65][cH:66]2)[c:67]2[cH:68][cH:69][cH:70][cH:71][cH:72]2)[cH:73][cH:74][cH:75][cH:76][cH:77]1>>[CH3:1][Si:2]([CH2:3][CH2:4][O:5][CH2:6][n:7]1[c:8](-[c:30]2[n:29][c:28]([NH2:33])[c:27]([N+:34](=[O:35])[O-:36])[c:26]([N:18]([C:17]([O:16][CH2:14][CH3:15])=[O:37])[CH2:19][c:20]3[cH:21][cH:22][cH:23][cH:24][cH:25]3)[cH:31]2)[n:9][cH:10][cH:11]1)([CH3:12])[CH3:13].